Dataset: the Open Reaction Database (ORD), a public repository of structured organic reaction records. Task: describe an organic reaction: reactants, conditions, products, and yield Product: CNC1=C(c2cccc(C(F)(F)F)c2)C(=O)C(c2ccccc2)O1. As a reaction SMILES: [CH2:34]([Cl:35])[Cl:36].[CH2:38]([N+:39]([CH2:40][CH3:41])([CH2:42][CH3:43])[CH2:44][CH3:45])[c:46]1[cH:47][cH:48][cH:49][cH:50][cH:51]1.[CH3:26][O:27][S:28]([O:29][CH3:30])(=[O:31])=[O:32].[Cl-:37].[Na+:2].[OH-:1].[OH2:33].[c:3]1([CH:9]2[O:10][C:11]([NH2:25])=[C:12]([c:15]3[cH:16][c:17]([C:21]([F:22])([F:23])[F:24])[cH:18][cH:19][cH:20]3)[C:13]2=[O:14])[cH:4][cH:5][cH:6][cH:7][cH:8]1>>[c:3]1([CH:9]2[O:10][C:11]([NH:25][CH3:26])=[C:12]([c:15]3[cH:16][c:17]([C:21]([F:22])([F:23])[F:24])[cH:18][cH:19][cH:20]3)[C:13]2=[O:14])[cH:4][cH:5][cH:6][cH:7][cH:8]1. The reactants are ClCCl, CC[N+](CC)(CC)Cc1ccccc1, COS(=O)(=O)OC, [Cl-], [Na+], [OH-], O, NC1=C(c2cccc(C(F)(F)F)c2)C(=O)C(c2ccccc2)O1. Starting materials: C(CCC)OP(=O)CCCOCC1=CC=CC=C1 (3-benzyloxypropylphosphinic acid n-butyl ester), C=O (paraformaldehyde). The product is C(C1=CC=CC=C1)OCCCP(OCCCC)(=O)CO (3-Benzyloxypropylhydroxymethylphosphinic acid, n-butyl ester). As a reaction SMILES: [CH2:1]([O:5][PH:6]([CH2:8][CH2:9][CH2:10][O:11][CH2:12][C:13]1[CH:18]=[CH:17][CH:16]=[CH:15][CH:14]=1)=[O:7])[CH2:2][CH2:3][CH3:4].[CH2:19]=[O:20]>>[CH2:12]([O:11][CH2:10][CH2:9][CH2:8][P:6]([CH2:19][OH:20])(=[O:7])[O:5][CH2:1][CH2:2][CH2:3][CH3:4])[C:13]1[CH:14]=[CH:15][CH:16]=[CH:17][CH:18]=1. Reported procedure: The title compound was prepared from 3-benzyloxypropylphosphinic acid n-butyl ester and paraformaldehyde according to the method described in Procedure 31. Purification by chromatography, eluting with dichloromethane containing 5% methanol, gave an oil.